Task: describe an organic reaction: reactants, conditions, products, and yield. Dataset: the Open Reaction Database (ORD), a public repository of structured organic reaction records The reactants are Cc1nc(-c2ccccn2)ncc1C(=O)O, CCOC(C)=O, CCN(C(C)C)C(C)C, CC1(C)CN(N)c2ccc(F)cc21, CN(C)C=O, O. Yields the product Cc1nc(-c2ccccn2)ncc1C(=O)NN1CC(C)(C)c2cc(F)ccc21. RXN SMILES: [CH3:1][c:2]1[n:3][c:4](-[c:11]2[n:12][cH:13][cH:14][cH:15][cH:16]2)[n:5][cH:6][c:7]1[C:8](=[O:9])[OH:10].[CH3:39][CH2:40][O:41][C:42]([CH3:43])=[O:44].[CH:17]([N:18]([CH2:19][CH3:20])[CH:21]([CH3:22])[CH3:23])([CH3:24])[CH3:25].[F:26][c:27]1[cH:28][c:29]2[c:33]([cH:34][cH:35]1)[N:32]([NH2:36])[CH2:31][C:30]2([CH3:37])[CH3:38].[O:45]=[CH:46][N:47]([CH3:48])[CH3:49].[OH2:50]>>[CH3:1][c:2]1[n:3][c:4](-[c:11]2[n:12][cH:13][cH:14][cH:15][cH:16]2)[n:5][cH:6][c:7]1[C:8](=[O:10])[NH:36][N:32]1[CH2:31][C:30]([CH3:37])([CH3:38])[c:29]2[cH:28][c:27]([F:26])[cH:35][cH:34][c:33]21. Reactants: COC(=O)Cc1cc2ccc(F)cc2c(OCc2ccccc2)c1C, CCO, [H][H]. The product is COC(=O)Cc1cc2ccc(F)cc2c(O)c1C. RXN SMILES: [CH3:1][O:2][C:3]([CH2:4][c:5]1[cH:6][c:7]2[cH:8][cH:9][c:10]([F:24])[cH:11][c:12]2[c:13]([O:16][CH2:17][c:18]2[cH:19][cH:20][cH:21][cH:22][cH:23]2)[c:14]1[CH3:15])=[O:25].[CH3:28][CH2:29][OH:30].[H:26][H:27]>>[CH3:1][O:2][C:3]([CH2:4][c:5]1[cH:6][c:7]2[cH:8][cH:9][c:10]([F:24])[cH:11][c:12]2[c:13]([OH:16])[c:14]1[CH3:15])=[O:25]. Reaction conditions: time 1 hour. Solvent: ClCCCl (DCE). Yield: 64.0%. Procedure: Sodium triacetoxyborohydride (460 mg, 2.17 mmol, 2.0 eq.) was added to a solution of 3-(4-nitrophenyl)-8-azabicyclo[3.2.1]oct-2-ene (250 mg; 1.1 mmol; 1.0 eq.) and cyclohexanone (168 μl; 1.63 mmol; 1.5 eq.) in DCE (10.00 mL) and the reaction mixture was heated at 500 under nitrogen atmosphere. After 1 h, the reaction mixture was poured into a saturated solution of NaHCO3. Aqueous phase was extracted twice with DCM and combined organic phases were washed with brine, dried over magnesium sulfate, ... Reactants: C(=O)(O)[O-].[Na+] (NaHCO3), C(C)(=O)O[BH-](OC(C)=O)OC(C)=O.[Na+] (Sodium triacetoxyborohydride), [N+](=O)([O-])C1=CC=C(C=C1)C1=CC2CCC(C1)N2 (3-(4-nitrophenyl)-8-azabicyclo[3.2.1]oct-2-ene), C1(CCCCC1)=O (cyclohexanone). Product: C1(CCCCC1)N1C2C=C(CC1CC2)C2=CC=C(C=C2)[N+](=O)[O-] (8-cyclohexyl-3-(4-nitrophenyl)-8-azabicyclo[3.2.1]oct-2-ene). RXN SMILES: C(O[BH-](OC(=O)C)OC(=O)C)(=O)C.[Na+].[N+:15]([C:18]1[CH:23]=[CH:22][C:21]([C:24]2[CH2:30][CH:29]3[NH:31][CH:26]([CH2:27][CH2:28]3)[CH:25]=2)=[CH:20][CH:19]=1)([O-:17])=[O:16].[C:32]1(=O)[CH2:37][CH2:36][CH2:35][CH2:34][CH2:33]1.C([O-])(O)=O.[Na+]>ClCCCl>[CH:32]1([N:31]2[CH:29]3[CH2:28][CH2:27][CH:26]2[CH:25]=[C:24]([C:21]2[CH:20]=[CH:19][C:18]([N+:15]([O-:17])=[O:16])=[CH:23][CH:22]=2)[CH2:30]3)[CH2:37][CH2:36][CH2:35][CH2:34][CH2:33]1 |f:0.1,4.5|.